This data is from the Open Reaction Database (ORD), a public repository of structured organic reaction records. The task is: describe an organic reaction: reactants, conditions, products, and yield Reaction SMILES: CO[C:3](=[O:7])[CH2:4][C:5]#[N:6].[NH3:8].C[O:10][C:11](=O)[CH2:12][C:13]([CH3:15])=O>O.S(=O)(=O)(O)O>[C:5]([C:4]1[C:3](=[O:7])[NH:8][C:11]([OH:10])=[CH:12][C:13]=1[CH3:15])#[N:6]. Conditions: temperature 80 celsius. Yields the product 147.0, C(#N)C=1C(NC(=CC1C)O)=O (3-cyano-4-methyl-6-hydroxypyrid-2-one). Isolated yield 98.0%. Reactants: COC(CC(=O)C)=O (acetoacetic acid methyl ester), COC(CC#N)=O (cyanoacetic acid methyl ester), N (ammonia). The solvent is O (water), S(O)(O)(=O)=O (sulphuric acid). Procedure: 3-cyano-4-methyl-6-hydroxypyrid-2-one is prepared by running 99 parts of cyanoacetic acid methyl ester into 160 parts of 24% strength aqueous ammonia, while stirring, at 10° to 15° C. The mixture is stirred for approx. 1 hour at 20° C., 133.5 parts of acetoacetic acid methyl ester are then added and the reaction mixture is heated at 80° C. for 4 hours in an autoclave, a maximum pressure of 1.5 bars being generated. The reaction suspension is then diluted with 400 parts of water and 114 parts of ...